From a dataset of the Open Reaction Database (ORD), a public repository of structured organic reaction records. describe an organic reaction: reactants, conditions, products, and yield Reaction SMILES: [CH3:18][CH2:19][OH:20].[CH3:1][O:2][C:3]([c:4]1[cH:5][c:6]([CH2:10][CH:11]([CH3:12])[CH3:13])[cH:7][cH:8][cH:9]1)=[O:14].[ClH:17].[Na+:16].[OH-:15]>>[O:2]=[C:3]([c:4]1[cH:5][c:6]([CH2:10][CH:11]([CH3:12])[CH3:13])[cH:7][cH:8][cH:9]1)[OH:14]. Product: CC(C)Cc1cccc(C(=O)O)c1. Starting materials: CCO, COC(=O)c1cccc(CC(C)C)c1, Cl, [Na+], [OH-]. The solvent is ClCCl (dichloromethane), C1(=CC=CC=C1)C (toluene), O (water). Yields the product C(C)(C)OC(=O)N1[C@H](C[C@H](C2=CC(=CC=C12)C(F)(F)F)N(C(=O)OC)CC1=CC(=CC(=C1)C(F)(F)F)C(F)(F)F)C (cis-4-[(3,5-Bis-trifluoromethyl-benzyl)-methoxycarbonyl-amino]-2-methyl-6-trifluoromethyl-3,4-dihydro-2H-quinoline-1-carboxylic acid isopropyl ester). Isolated yield 81.0%. Reaction conditions: time 8 hour. Reaction SMILES: [CH3:1][O:2][C:3](=[O:35])[N:4]([CH2:20][C:21]1[CH:26]=[C:25]([C:27]([F:30])([F:29])[F:28])[CH:24]=[C:23]([C:31]([F:34])([F:33])[F:32])[CH:22]=1)[C@H:5]1[C:14]2[C:9](=[CH:10][CH:11]=[C:12]([C:15]([F:18])([F:17])[F:16])[CH:13]=2)[NH:8][C@@H:7]([CH3:19])[CH2:6]1.N1C=CC=CC=1.Cl[C:43]([O:45][CH:46]([CH3:48])[CH3:47])=[O:44].[OH-].[K+]>ClCCl.C1(C)C=CC=CC=1.O>[CH:46]([O:45][C:43]([N:8]1[C:9]2[C:14](=[CH:13][C:12]([C:15]([F:18])([F:17])[F:16])=[CH:11][CH:10]=2)[C@H:5]([N:4]([CH2:20][C:21]2[CH:26]=[C:25]([C:27]([F:28])([F:29])[F:30])[CH:24]=[C:23]([C:31]([F:34])([F:33])[F:32])[CH:22]=2)[C:3]([O:2][CH3:1])=[O:35])[CH2:6][C@@H:7]1[CH3:19])=[O:44])([CH3:48])[CH3:47] |f:3.4|. Procedure: To a solution of cis-(3,5-bis-trifluoromethyl-benzyl)-(2-methyl-6-trifluoromethyl-1,2,3,4-tetrahydro-quinolin-4-yl)-carbamic acid methyl ester (Example 70) (95 mg, 0.185 mmol) and anhydrous pyridine (0.5 mL) in anhydrous dichloromethane (2 mL) was added isopropyl chloroformate (1.9 mL of a 1M solution in toluene, 1.85 mmol). After stirring at room temperature overnight, water (5 mL) and an aqueous 10% KOH solution (5 mL) were added, and the mixture was extracted with ethyl acetate (3×10 mL). The... Starting materials: COC(N([C@@H]1C[C@@H](NC2=CC=C(C=C12)C(F)(F)F)C)CC1=CC(=CC(=C1)C(F)(F)F)C(F)(F)F)=O (cis-(3,5-Bis-trifluoromethyl-benzyl)-(2-methyl-6-trifluoromethyl-1,2,3,4-tetrahydro-quinolin-4-yl)-carbamic acid methyl ester), N1=CC=CC=C1 (pyridine), ClC(=O)OC(C)C (isopropyl chloroformate), solution, [OH-].[K+] (KOH). The reactants are CC(C)O, Cc1ccc(CCl)c(N)c1C, Cl, Cc1ccc2nc(S)[nH]c2c1. Product: Cc1ccc2[nH]c(SCc3ccc(C)c(C)c3N)nc2c1. RXN SMILES: [CH:24]([OH:25])([CH3:26])[CH3:27].[Cl:13][CH2:14][c:15]1[c:16]([NH2:17])[c:18]([CH3:23])[c:19]([CH3:22])[cH:20][cH:21]1.[ClH:12].[SH:1][c:2]1[nH:3][c:4]2[c:5]([n:6]1)[cH:7][cH:8][c:9]([CH3:11])[cH:10]2>>[S:1]([c:2]1[n:3][c:4]2[c:5]([nH:6]1)[cH:7][cH:8][c:9]([CH3:11])[cH:10]2)[CH2:14][c:15]1[c:16]([NH2:17])[c:18]([CH3:23])[c:19]([CH3:22])[cH:20][cH:21]1. The product is CCOC(=O)c1nc(C)c2nc(-c3ccccc3)sc2c1O. The reactants are CCOC(=O)c1nc(Br)c2nc(-c3ccccc3)sc2c1O, C[Sn](C)(C)C, CN(C)C=O, Cl[Pd]Cl, c1ccc(P(c2ccccc2)c2ccccc2)cc1, c1ccc(P(c2ccccc2)c2ccccc2)cc1. As a reaction SMILES: [CH2:1]([CH3:2])[O:3][C:4](=[O:5])[c:6]1[c:7]([OH:22])[c:8]2[c:9]([c:10]([Br:12])[n:11]1)[n:13][c:14](-[c:16]1[cH:17][cH:18][cH:19][cH:20][cH:21]1)[s:15]2.[CH3:23][Sn:24]([CH3:25])([CH3:26])[CH3:27].[CH3:28][N:29]([CH3:30])[CH:31]=[O:32].[Pd:33]([Cl:34])[Cl:35].[c:36]1([P:37]([c:38]2[cH:39][cH:40][cH:41][cH:42][cH:43]2)[c:44]2[cH:45][cH:46][cH:47][cH:48][cH:49]2)[cH:50][cH:51][cH:52][cH:53][cH:54]1.[c:55]1([P:56]([c:57]2[cH:58][cH:59][cH:60][cH:61][cH:62]2)[c:63]2[cH:64][cH:65][cH:66][cH:67][cH:68]2)[cH:69][cH:70][cH:71][cH:72][cH:73]1>>[CH2:1]([CH3:2])[O:3][C:4](=[O:5])[c:6]1[c:7]([OH:22])[c:8]2[c:9]([c:10]([CH3:23])[n:11]1)[n:13][c:14](-[c:16]1[cH:17][cH:18][cH:19][cH:20][cH:21]1)[s:15]2. Starting materials: OC1=C(C=C(C=C1)C1CCNCC1)OC (4-(4-hydroxy-3-methoxyphenyl)piperidine), BrCCC1CCOC2=C1C=CC=C2 (4-(2-bromoethyl)-3,4-dihydro-2H-benzopyran), [I-].[K+] (potassium iodide). Solvent: CC(CC)=O (2-butanone). Product: O1CCC(C2=C1C=CC=C2)CCN2CCC(CC2)C2=CC(=C(C=C2)O)OC (1-[2-(3,4-Dihydro-1(2H)-benzopyran-4-yl)ethyl]-4-(4-hydroxy-3-methoxyphenyl)piperidine). As a reaction SMILES: [OH:1][C:2]1[CH:7]=[CH:6][C:5]([CH:8]2[CH2:13][CH2:12][NH:11][CH2:10][CH2:9]2)=[CH:4][C:3]=1[O:14][CH3:15].Br[CH2:17][CH2:18][CH:19]1[C:24]2[CH:25]=[CH:26][CH:27]=[CH:28][C:23]=2[O:22][CH2:21][CH2:20]1.[I-].[K+]>CC(=O)CC>[O:22]1[C:23]2[CH:28]=[CH:27][CH:26]=[CH:25][C:24]=2[CH:19]([CH2:18][CH2:17][N:11]2[CH2:10][CH2:9][CH:8]([C:5]3[CH:6]=[CH:7][C:2]([OH:1])=[C:3]([O:14][CH3:15])[CH:4]=3)[CH2:13][CH2:12]2)[CH2:20][CH2:21]1 |f:2.3|. Procedure: 1-[2-(3,4-Dihydro-1(2H)-benzopyran-4-yl)ethyl]-4-(4-hydroxy-3-methoxyphenyl)piperidine is prepared by proceeding as in Example 48 but starting with 4-(4-hydroxy-3-methoxyphenyl)piperidine, 4-(2-bromoethyl)-3,4-dihydro-2H-benzopyran (0.49 g) and potassium iodide (0.5 g) in 2-butanone (35 cc). The reactants are Cc1cc(C)c(CNC(=O)c2cc(C3=CCN(C4CCN(C(=O)OC(C)(C)C)CC4)CC3)nc3c2cnn3C(C)C)c(=O)[nH]1, ClCCl, O=C(O)C(F)(F)F. Yields the product Cc1cc(C)c(CNC(=O)c2cc(C3=CCN(C4CCNCC4)CC3)nc3c2cnn3C(C)C)c(=O)[nH]1. As a reaction SMILES: [CH3:1][c:2]1[c:3]([CH2:10][NH:11][C:12](=[O:13])[c:14]2[c:15]3[c:16]([n:17][c:18]([C:20]4=[CH:21][CH2:22][N:23]([CH:26]5[CH2:27][CH2:28][N:29]([C:32]([O:33][C:34]([CH3:35])([CH3:36])[CH3:37])=[O:38])[CH2:30][CH2:31]5)[CH2:24][CH2:25]4)[cH:19]2)[n:39]([CH:42]([CH3:43])[CH3:44])[n:40][cH:41]3)[c:4](=[O:9])[nH:5][c:6]([CH3:8])[cH:7]1.[Cl:52][CH2:53][Cl:54].[F:45][C:46]([F:47])([F:48])[C:49]([OH:50])=[O:51]>>[CH3:1][c:2]1[c:3]([CH2:10][NH:11][C:12](=[O:13])[c:14]2[c:15]3[c:16]([n:17][c:18]([C:20]4=[CH:21][CH2:22][N:23]([CH:26]5[CH2:27][CH2:28][NH:29][CH2:30][CH2:31]5)[CH2:24][CH2:25]4)[cH:19]2)[n:39]([CH:42]([CH3:43])[CH3:44])[n:40][cH:41]3)[c:4](=[O:9])[nH:5][c:6]([CH3:8])[cH:7]1. The reactants are COc1cc(OC)nc(Oc2cccc3c2C(=O)OC3O)n1, Cl, N#C[K], O. Product: COc1cc(OC)nc(Oc2cccc3c2C(=O)OC3C(N)=O)n1. RXN SMILES: [CH3:1][O:2][c:3]1[n:4][c:5]([O:11][c:12]2[cH:13][cH:14][cH:15][c:16]3[c:21]2[C:19](=[O:20])[O:18][CH:17]3[OH:22])[n:6][c:7]([O:9][CH3:10])[cH:8]1.[ClH:26].[K:23][C:24]#[N:25].[OH2:27]>>[CH3:1][O:2][c:3]1[n:4][c:5]([O:11][c:12]2[cH:13][cH:14][cH:15][c:16]3[c:21]2[C:19](=[O:20])[O:18][CH:17]3[C:24]([NH2:25])=[O:27])[n:6][c:7]([O:9][CH3:10])[cH:8]1.